Task: describe an organic reaction: reactants, conditions, products, and yield. Dataset: the Open Reaction Database (ORD), a public repository of structured organic reaction records Product: CC(C)Cn1c(CNC(=O)OC(C)(C)C)c(-c2ccccc2)c2cc(N)ccc2c1=O. Reactants: C, CC(C)Cn1c(CNC(=O)OC(C)(C)C)c(-c2ccccc2)c2cc(NC(=O)OCc3ccccc3)ccc2c1=O, CCO, C1CCOC1, [Pd]. As a reaction SMILES: [C:50].[CH2:1]([O:2][C:3](=[O:4])[NH:11][c:12]1[cH:13][c:14]2[c:15](-[c:36]3[cH:37][cH:38][cH:39][cH:40][cH:41]3)[c:16]([CH2:27][NH:28][C:29](=[O:30])[O:31][C:32]([CH3:33])([CH3:34])[CH3:35])[n:17]([CH2:23][CH:24]([CH3:25])[CH3:26])[c:18](=[O:22])[c:19]2[cH:20][cH:21]1)[c:5]1[cH:6][cH:7][cH:8][cH:9][cH:10]1.[CH3:42][CH2:43][OH:44].[O:45]1[CH2:46][CH2:47][CH2:48][CH2:49]1.[Pd:51]>>[NH2:11][c:12]1[cH:13][c:14]2[c:15](-[c:36]3[cH:37][cH:38][cH:39][cH:40][cH:41]3)[c:16]([CH2:27][NH:28][C:29](=[O:30])[O:31][C:32]([CH3:33])([CH3:34])[CH3:35])[n:17]([CH2:23][CH:24]([CH3:25])[CH3:26])[c:18](=[O:22])[c:19]2[cH:20][cH:21]1. Reactants: CS(=O)(=O)O (methanesulfonic acid), FC1=C(C=C(C(=O)O)C=C1C(F)(F)F)[N+](=O)[O-] (4-Fluoro-3-nitro-5-trifluoromethyl benzoic acid), NC1=C(C=CC=C1)O (2-aminophenol), CCN=C=NCCCN(C)C (WSC). Run in O (water), C(Cl)(Cl)Cl (CHCl3), O (Water). Run at time 1 hour. The product is FC1=C(C=C(C=C1C(F)(F)F)C=1OC2=C(N1)C=CC=C2)[N+](=O)[O-] (2-(2-fluoro-3-trifluoromethylnitrobenzen-5-yl)benzoxazole). Yield: 53.6%. As a reaction SMILES: [F:1][C:2]1[C:10]([C:11]([F:14])([F:13])[F:12])=[CH:9][C:5]([C:6]([OH:8])=O)=[CH:4][C:3]=1[N+:15]([O-:17])=[O:16].[NH2:18][C:19]1[CH:24]=[CH:23][CH:22]=[CH:21][C:20]=1O.CCN=C=NCCCN(C)C.CS(O)(=O)=O>O.C(Cl)(Cl)Cl>[F:1][C:2]1[C:10]([C:11]([F:14])([F:13])[F:12])=[CH:9][C:5]([C:6]2[O:8][C:20]3[CH:21]=[CH:22][CH:23]=[CH:24][C:19]=3[N:18]=2)=[CH:4][C:3]=1[N+:15]([O-:17])=[O:16]. Procedure details: 4-Fluoro-3-nitro-5-trifluoromethyl benzoic acid (1.00 g, 4.0 mmol), 2-aminophenol (0.47 g, 4.4 mmol), CHCl3 (20 mL), and WSC (0.83 g, 4.4 mmol) were added together and stirred at room temperature for 1 hour. Water was added, and this was extracted with chloroform/acetone (3:1). After the organic layer obtained was dried over anhydrous sodium sulfate, it was filtered and concentrated. To a dioxane (20 mL) solution of the solid obtained was added methanesulfonic acid (2.28 g, 24 mmol), and this wa... Reactants: C(C)(C)(C)OC1=NC(=CN=C1)Cl (2-tert-butoxy-6-chloropyrazine), C(CCC)[Sn](C=C)(CCCC)CCCC (tributyl(vinyl)tin), dichlorobis(triphenylphosphine) palladium (II), C(C)(=O)OCC (ethyl acetate). The solvent is CN(C=O)C (N,N-dimethylformamide), [Cl-].[Na+].O (brine). Reaction conditions: temperature 80 celsius, time 30 minute. Product: C(C)(C)(C)OC1=NC(=CN=C1)C=C (2-tert-Butoxy-6-vinylpyrazine). Isolated yield 84.6%. As a reaction SMILES: [C:1]([O:5][C:6]1[CH:11]=[N:10][CH:9]=[C:8](Cl)[N:7]=1)([CH3:4])([CH3:3])[CH3:2].[CH2:13]([Sn](CCCC)(CCCC)C=C)[CH2:14]CC.C(OCC)(=O)C>CN(C)C=O.[Cl-].[Na+].O>[C:1]([O:5][C:6]1[CH:11]=[N:10][CH:9]=[C:8]([CH:13]=[CH2:14])[N:7]=1)([CH3:4])([CH3:3])[CH3:2] |f:4.5.6|. Reported procedure: After dissolving 5.25 g of 2-tert-butoxy-6-chloropyrazine in 80 ml of N,N-dimethylformamide, 9.66 g of tributyl(vinyl)tin and 0.97 g of dichlorobis(triphenylphosphine) palladium (II) were added and the mixture was stirred for 8 hours and 30 minutes at 80° C. under a nitrogen atmosphere. Saturated brine and ethyl acetate were added to the reaction solution, and the insoluble portion was filtered off. The ethyl acetate layer was washed with water and saturated brine in that order and dried over an... The reactants are BrC1=C2C(=C3N(C2=CC(=C1)F)CCC(C3=O)C(=O)OCC)SC3=CC=C(C=C3)Cl ((+/−)-Ethyl 1-bromo-10-[(4-chlorophenyl)sulfanyl]-3-fluoro-9-oxo-6,7,8,9-tetrahydropyrido[1,2-a]indole-8-carboxylate), Cl (HCl), C(=O)(O)[O-].[Na+] (NaHCO3). The solvent is CCO (EtOH). The product is BrC1=C2C(=C3N(C2=CC(=C1)F)CCCC3=O)SC3=CC=C(C=C3)Cl (1-Bromo-10-[(4-chlorophenyl)sulfanyl]-3-fluoro-7,8-dihydropyrido[1,2-a]indol-9(6H)-one). The yield is 64.3%. RXN SMILES: [Br:1][C:2]1[CH:10]=[C:9]([F:11])[CH:8]=[C:7]2[C:3]=1[C:4]([S:22][C:23]1[CH:28]=[CH:27][C:26]([Cl:29])=[CH:25][CH:24]=1)=[C:5]1[C:15](=[O:16])[CH:14](C(OCC)=O)[CH2:13][CH2:12][N:6]12.Cl.C([O-])(O)=O.[Na+]>CCO>[Br:1][C:2]1[CH:10]=[C:9]([F:11])[CH:8]=[C:7]2[C:3]=1[C:4]([S:22][C:23]1[CH:28]=[CH:27][C:26]([Cl:29])=[CH:25][CH:24]=1)=[C:5]1[C:15](=[O:16])[CH2:14][CH2:13][CH2:12][N:6]12 |f:2.3|. Procedure details: To a solution of the ketoester of Step 3 (400 mg) in EtOH (10 mL) at r.t. was added 3 mL of concentrated HCl. The reaction mixture was stirred at reflux for 4 hours, cooled and poured into saturated aqueous NaHCO3. The aqueous layer was extracted with EtOAc and the combined organic layers were dried over Na2SO4 and concentrated. The residue was swished in EtOAc to provide 220 mg of the title compound as a yellow solid. Starting materials: C(C1=CC=CC=C1)(=O)Cl (benzoyl chloride), Cl.NCC1=CC(CC2=C(C(=CC=C12)O)O)C1=CC=CC=C1 (1-aminomethyl-5,6-dihydroxy-3-phenyl-3,4-dihydronaphthalene hydrochloride), compound. Product: Cl.NCC1=CC(CC2=C(C(=CC=C12)OC(C1=CC=CC=C1)=O)OC(C1=CC=CC=C1)=O)C1=CC=CC=C1 (1-Aminomethyl-5,6-bis(benzoyloxy)-3-phenyl-3,4-dihydronaphthalene Hydrochloride). Reaction SMILES: [C:1]([Cl:9])(=[O:8])[C:2]1[CH:7]=[CH:6][CH:5]=[CH:4][CH:3]=1.Cl.[NH2:11][CH2:12][C:13]1[C:22]2[C:17](=[C:18]([OH:24])[C:19]([OH:23])=[CH:20][CH:21]=2)[CH2:16][CH:15]([C:25]2[CH:30]=[CH:29][CH:28]=[CH:27][CH:26]=2)[CH:14]=1>>[ClH:9].[NH2:11][CH2:12][C:13]1[C:22]2[C:17](=[C:18]([O:24][C:1](=[O:8])[C:2]3[CH:7]=[CH:6][CH:5]=[CH:4][CH:3]=3)[C:19]([O:23][C:1](=[O:8])[C:2]3[CH:7]=[CH:6][CH:5]=[CH:4][CH:3]=3)=[CH:20][CH:21]=2)[CH2:16][CH:15]([C:25]2[CH:26]=[CH:27][CH:28]=[CH:29][CH:30]=2)[CH:14]=1 |f:1.2,3.4|. Procedure details: Following the procedures described in Example 5, replacing trimethylacetyl chloride with benzoyl chloride and 1-aminomethyl-5,6-dihydroxy-3-phenyl-3,4-dihydronaphthalene hydrochloride with the compound of Example 15, the title compound was prepared. m.p. 173°-182° C.; 1H NMR (CD3OD) δ: 2.88 (t, 1H), 3.05 (dd, 1H), 3.65-3.8 (m, 2H), 4.0-4.1 (br s, 1H+CH3OH), 6.35 (d, 1H), 7.05-7.35 (m, 10H), 7.35-7.55 (m, 3H), 7.9-8.0 (m, 4H), 8.5-8.65 (br s, 3H).